This data is from the Open Reaction Database (ORD), a public repository of structured organic reaction records. The task is: describe an organic reaction: reactants, conditions, products, and yield Reactants: FC(C(=O)OC(C(F)(F)F)=O)(F)F (Trifluoroacetic anhydride), ClC1=C(OC=2C=CC(=C(C(=O)OCCO)C2)[N+](=O)[O-])C=CC(=C1)C(F)(F)F (2-hydroxyethyl 5-(2-chloro-4-trifluoromethylphenoxy)-2-nitrobenzoate). Solvent: CCOCC (ether). Conditions: time 8 hour. Yields the product ClC1=C(OC=2C=CC(=C(C(=O)OCCOC(C(F)(F)F)=O)C2)[N+](=O)[O-])C=CC(=C1)C(F)(F)F (2-(trifluoroacetoxy)ethyl 5-(2-chloro-4-trifluoromethylphenoxy)-2-nitrobenzoate), material. Yield: 42.2%. RXN SMILES: F[C:2](F)(F)[C:3]([O:5][C:6](=[O:11])[C:7]([F:10])([F:9])[F:8])=O.[Cl:14][C:15]1[CH:36]=[C:35]([C:37]([F:40])([F:39])[F:38])[CH:34]=[CH:33][C:16]=1[O:17][C:18]1[CH:19]=[CH:20][C:21]([N+:30]([O-:32])=[O:31])=[C:22]([CH:29]=1)[C:23]([O:25]CCO)=[O:24]>CCOCC>[Cl:14][C:15]1[CH:36]=[C:35]([C:37]([F:38])([F:39])[F:40])[CH:34]=[CH:33][C:16]=1[O:17][C:18]1[CH:19]=[CH:20][C:21]([N+:30]([O-:32])=[O:31])=[C:22]([CH:29]=1)[C:23]([O:25][CH2:2][CH2:3][O:5][C:6](=[O:11])[C:7]([F:10])([F:9])[F:8])=[O:24]. Reported procedure: Trifluoroacetic anhydride (8.4 g, 0.04 mole) was added portionwise to a solution of 2-hydroxyethyl 5-(2-chloro-4-trifluoromethylphenoxy)-2-nitrobenzoate (7 g, 0.017 mole) and 50 ml of ether. After holding at 30°-35° C. for an hour, the solution was allowed to stand at room temperature overnight. Excess trifluoroacetic anhydride was removed and 300 ml of ether was added. The ethereal solution was washed three times with water, dried over CaSO4 and concentrated to an oil. Kugelrohr distillation af... Reactants: C(=C)Cl (vinyl chloride), [Si]([O-])([O-])([O-])[O-].[Na+].[Na+].[Na+].[Na+] (sodium silicate), Na2O, SiO2, C(CCCCC(=O)O)(=O)O (adipic acid), C(CCCCCCCCCCCCCCCCC)(=O)[O-].[Na+] (sodium stearate), C(C1=CC=CC=C1)(=O)OOC(C1=CC=CC=C1)=O (benzoyl peroxide), [Si]([O-])([O-])([O-])[O-].[Na+].[Na+].[Na+].[Na+] (sodium silicate), C(=C)Cl (Vinyl chloride). Reaction conditions: temperature 50 celsius, time 8.5 hour. Yields the product [Si]([O-])([O-])([O-])[O-].[Na+].[Na+].[Na+].[Na+].C(=C)Cl (sodium silicate vinyl chloride). RXN SMILES: [Si:1]([O-:5])([O-:4])([O-:3])[O-:2].[Na+:6].[Na+].[Na+].[Na+].C(O)(=O)CCCCC(O)=O.C([O-])(=O)CCCCCCCCCCCCCCCCC.[Na+].C(OOC(=O)C1C=CC=CC=1)(=O)C1C=CC=CC=1.[CH:59]([Cl:61])=[CH2:60]>>[Si:1]([O-:5])([O-:4])([O-:3])[O-:2].[Na+:6].[Na+:6].[Na+:6].[Na+:6].[CH:59]([Cl:61])=[CH2:60] |f:0.1.2.3.4,6.7,10.11.12.13.14.15|. Reported procedure: About 50 parts by weight of an aqueous sodium silicate solution containing about 15% Na2O and 25% SiO2 by weight, 2 parts by weight of adipic acid, 0.2 parts by weight of sodium stearate and 0.1 part by weight of benzoyl peroxide are mixed then added to an autoclave and a temperature of about 50° C. is maintained at a pressure between 7.0 and 7.1 kg per cm2. Vinyl chloride monomer is slowly added while agitating over a period of 7 to 10 hours until the emulsion contains about 30% vinyl chloride ... The reactants are C(C)(=O)C1=C(N=C(S1)N1C(NCC1)=O)C (1-(5-acetyl-4-methylthiazol-2-yl)imidazolidin-2-one), C([O-])([O-])=O.[K+].[K+] (potassium carbonate), C1(CC1)CCOS(=O)(=O)C1=CC=C(C=C1)C (2-cyclopropylethyl-4-methylbenzenesulfonate). Product: C(C)(=O)C1=C(N=C(S1)N1C(N(CC1)CCC1CC1)=O)C (1-(5-acetyl-4-methylthiazol-2-yl)-3-(2-cyclopropylethyl)imidazolidin-2-one). Solvent: O1CCOCC1 (1,4-dioxane). The yield is 37.0%. As a reaction SMILES: [C:1]([C:4]1[S:8][C:7]([N:9]2[CH2:13][CH2:12][NH:11][C:10]2=[O:14])=[N:6][C:5]=1[CH3:15])(=[O:3])[CH3:2].C(=O)([O-])[O-].[K+].[K+].[CH:22]1([CH2:25][CH2:26]OS(C2C=CC(C)=CC=2)(=O)=O)[CH2:24][CH2:23]1>[I-].C([N+](CCCC)(CCCC)CCCC)CCC.O1CCOCC1>[C:1]([C:4]1[S:8][C:7]([N:9]2[CH2:13][CH2:12][N:11]([CH2:26][CH2:25][CH:22]3[CH2:24][CH2:23]3)[C:10]2=[O:14])=[N:6][C:5]=1[CH3:15])(=[O:3])[CH3:2] |f:1.2.3,5.6|. Reported procedure: To a solution of 1-(5-acetyl-4-methylthiazol-2-yl)imidazolidin-2-one (4.50 g, 20.00 mmol), tetrabutylammonium iodide (0.10 g) and potassium carbonate (4.00 g, 28.92 mmol) in 1,4-dioxane (100 mL) was added 2-cyclopropylethyl-4-methylbenzenesulfonate (6.00 g, 24.96 mmol). The reaction mixture was heated to reflux for 37 h. The solvent was removed in vacuo. The residue was dissolved in water (50 mL) and extracted with ethyl acetate. The organic solution washed with water and brine and dried over an... The reagents and catalysts are [I-].C(CCC)[N+](CCCC)(CCCC)CCCC (tetrabutylammonium iodide). Starting materials: NC1=CC(=C(OC2=C3C(=NC=C2)C=C(S3)C3=CC=C(C(=O)NC)C=C3)C=C1)F (4-(7-(4-amino-2-fluorophenoxy)thieno[3,2-b]pyridin-2-yl)-N-methylbenzamide), FC1=CC=C(C=C1)N1N=CC=C(C1=O)C(=O)O (2-(4-fluorophenyl)-3-oxo-2,3-dihydropyridazine -4-carboxylic acid). Product: FC=1C=C(C=CC1OC1=C2C(=NC=C1)C=C(S2)C2=CC=C(C=C2)C(NC)=O)NC(=O)C=2C(N(N=CC2)C2=CC=C(C=C2)F)=O (N-(3-fluoro-4-(2-(4-(methylcarbamoyl)phenyl)thieno[3,2-b]pyridin-7-yloxy)phenyl)-2-(4-fluorophenyl)-3-oxo-2,3-dihydropyridazine-4-carboxamide). Yield: 40.0%. RXN SMILES: [NH2:1][C:2]1[CH:27]=[CH:26][C:5]([O:6][C:7]2[CH:12]=[CH:11][N:10]=[C:9]3[CH:13]=[C:14]([C:16]4[CH:25]=[CH:24][C:19]([C:20]([NH:22][CH3:23])=[O:21])=[CH:18][CH:17]=4)[S:15][C:8]=23)=[C:4]([F:28])[CH:3]=1.[F:29][C:30]1[CH:35]=[CH:34][C:33]([N:36]2[C:41](=[O:42])[C:40]([C:43](O)=[O:44])=[CH:39][CH:38]=[N:37]2)=[CH:32][CH:31]=1>>[F:28][C:4]1[CH:3]=[C:2]([NH:1][C:43]([C:40]2[C:41](=[O:42])[N:36]([C:33]3[CH:34]=[CH:35][C:30]([F:29])=[CH:31][CH:32]=3)[N:37]=[CH:38][CH:39]=2)=[O:44])[CH:27]=[CH:26][C:5]=1[O:6][C:7]1[CH:12]=[CH:11][N:10]=[C:9]2[CH:13]=[C:14]([C:16]3[CH:25]=[CH:24][C:19]([C:20](=[O:21])[NH:22][CH3:23])=[CH:18][CH:17]=3)[S:15][C:8]=12. Procedure: Prepared from 4-(7-(4-amino-2-fluorophenoxy)thieno[3,2-b]pyridin-2-yl)-N-methylbenzamide (Example 95, Step A) and 2-(4-fluorophenyl)-3-oxo-2,3-dihydropyridazine-4-carboxylic acid (Example 104, Step C) according to the procedure of Example 89. The crude was purified by silica gel flash column chromatography (3% MeOH in CH2Cl2) to afford 12.5 mg (40%) of the desired product. LRMS (APCI pos) m/e 610.2 (M+1). 1H-NMR (400 MHz, CDCl3/CD3OD) δ 8.46 (d, 1H), 8.41 (d, 1H), 8.33 (d, 1H), 8.01 (dd, 1H), 7.... Reactants: CN(NC(C1=C(C=CC=C1)C(C1=CC=CC=C1)=O)=O)C (2-Benzoyl-benzoic acid N′,N′-dimethyl-hydrazide), NN.O (H2NNH2.H2O). Run at temperature 100 celsius, time 2 hour. Yields the product C1(=CC=CC=C1)C1=NNC(C2=CC=CC=C12)=O (4-Phenyl-2H-phthalazin-1-one). Isolated yield 95.0%. As a reaction SMILES: C[N:2](C)[NH:3][C:4](=[O:19])[C:5]1[CH:10]=[CH:9][CH:8]=[CH:7][C:6]=1[C:11](=O)[C:12]1[CH:17]=[CH:16][CH:15]=[CH:14][CH:13]=1.NN.O>>[C:12]1([C:11]2[C:6]3[C:5](=[CH:10][CH:9]=[CH:8][CH:7]=3)[C:4](=[O:19])[NH:3][N:2]=2)[CH:17]=[CH:16][CH:15]=[CH:14][CH:13]=1 |f:1.2|. Reported procedure: A mixture of 2-benzoyl-benzoic acid N′,N′-dimethyl-hydrazide 17 (1 mmol) and H2NNH2.H2O (18 mmol) was stirred for 2 hrs at 100° C. After the excess hydrazine was removed under reduced pressure, the crude product was purified by chromatography on silica gel ((1:2) EtOAc:hexane) to give the desired product in 95% yield. Reported procedure: Methanesulfonyl chloride (0.176 g) was added to a solution of methyl 2-(3-hydroxypropyl)-5-nitro-1H-indole-4-carboxylate (Intermediate 21, 0.360 g) in pyridine (1 mL) and DCM (10 mL) and the reaction mixture was stirred at room temperature for 4 hours. The mixture was diluted with DCM, washed with aqueous citric acid (5%), aqueous sodium bicarbonate and brine, dried (MgSO4) and filtered. The filtrate was concentrated in vacuo and the residue was dissolved in toluene and evaporated to dryness, fo... Product: CS(=O)(=O)OCCCC=1NC=2C=CC(=C(C2C1)C(=O)OC)[N+](=O)[O-] (methyl 2-(3-methanesulfonyloxypropyl)-5-nitro-1H-indole-4-carboxylate). The reactants are CS(=O)(=O)Cl (Methanesulfonyl chloride), OCCCC=1NC=2C=CC(=C(C2C1)C(=O)OC)[N+](=O)[O-] (methyl 2-(3-hydroxypropyl)-5-nitro-1H-indole-4-carboxylate), OCCCC=1NC=2C=CC(=C(C2C1)C(=O)OC)[N+](=O)[O-] (methyl 2-(3-hydroxypropyl)-5-nitro-1H-indole-4-carboxylate). Reaction conditions: time 4 hour. As a reaction SMILES: [CH3:1][S:2](Cl)(=[O:4])=[O:3].[OH:6][CH2:7][CH2:8][CH2:9][C:10]1[NH:11][C:12]2[CH:13]=[CH:14][C:15]([N+:23]([O-:25])=[O:24])=[C:16]([C:19]([O:21][CH3:22])=[O:20])[C:17]=2[CH:18]=1>N1C=CC=CC=1.C(Cl)Cl>[CH3:1][S:2]([O:6][CH2:7][CH2:8][CH2:9][C:10]1[NH:11][C:12]2[CH:13]=[CH:14][C:15]([N+:23]([O-:25])=[O:24])=[C:16]([C:19]([O:21][CH3:22])=[O:20])[C:17]=2[CH:18]=1)(=[O:4])=[O:3]. Run in N1=CC=CC=C1 (pyridine), C(Cl)Cl (DCM), C(Cl)Cl (DCM). The yield is 99.8%.